This data is from the Open Reaction Database (ORD), a public repository of structured organic reaction records. The task is: describe an organic reaction: reactants, conditions, products, and yield The reactants are OC1=CC=C(C=C1)C=1C=CC(N(N1)C)=O (6-(4-Hydroxy-phenyl)-2-methyl-2H-pyridazin-3-one), BrCCCCl (3-bromo-1-chloropropane), C(=O)([O-])[O-].[K+].[K+] (K2CO3). Run in CC#N (CH3CN). Product: ClCCCOC1=CC=C(C=C1)C=1C=CC(N(N1)C)=O (6-[4-(3-Chloro-propoxy)-phenyl]-2-methyl-2H-pyridazin-3-one). RXN SMILES: [OH:1][C:2]1[CH:7]=[CH:6][C:5]([C:8]2[CH:9]=[CH:10][C:11](=[O:15])[N:12]([CH3:14])[N:13]=2)=[CH:4][CH:3]=1.Br[CH2:17][CH2:18][CH2:19][Cl:20].C([O-])([O-])=O.[K+].[K+]>CC#N>[Cl:20][CH2:19][CH2:18][CH2:17][O:1][C:2]1[CH:7]=[CH:6][C:5]([C:8]2[CH:9]=[CH:10][C:11](=[O:15])[N:12]([CH3:14])[N:13]=2)=[CH:4][CH:3]=1 |f:2.3.4|. Procedure: Phenol from step 3 (500 mg, 2.3 mmol), 3-bromo-1-chloropropane (720 mg, 4.6 mmol) and K2CO3 (950 mg) in CH3CN (25 mL) was stirred at reflux 20 h. The reaction was filtered and concentrated. The resulting oil was dissolved in Et2O, and washed with water, NaCl solution, dried (MgSO4) and concentrated. The product was triturated with Et2O-hexanes to yield 580 mg (91%) mp 186-187° C. 1H NMR (DMSO-d6) δ 2.2 (t, 2H), 3.7 (s, 3H), 3.8 (t, 2H), 4.15 (t, 2H), 7.0-7.1 (m, 3H), 7.8 (d, 2H), 8.0 (d, 1H). MS... Starting materials: [N+](=O)([O-])C=1C=C(C(C#N)=CC1)C#N (4-nitrophthalonitrile), FC1=CC=C(C(=O)C2=CC=C(C=C2)F)C=C1 (4,4'-difluorobenzophenone), OC1=CC=C(C=C1)C1=CC=C(C=C1)O (4,4'-dihydroxybiphenyl), C([O-])([O-])=O.[K+].[K+] (potassium carbonate). Solvent: C1(=CC=CC=C1)C (toluene), CC(=O)N(C)C (dimethylacetamide), C1(=CC=CC=C1)C (toluene), C(C)O (ethanol), O (water). Run at temperature 100 celsius. Product: C(C=1C(C#N)=CC=CC1)#N (phthalonitrile). The yield is 282.9%. RXN SMILES: FC1C=CC(C(C2C=CC(F)=CC=2)=O)=CC=1.OC1C=CC(C2C=CC(O)=CC=2)=CC=1.C(=O)([O-])[O-].[K+].[K+].[N+]([C:40]1[CH:41]=[C:42]([C:48]#[N:49])[C:43](=[CH:46][CH:47]=1)[C:44]#[N:45])([O-])=O>C(O)C.O.C1(C)C=CC=CC=1.CC(N(C)C)=O>[C:48](#[N:49])[C:42]1[C:43](=[CH:46][CH:47]=[CH:40][CH:41]=1)[C:44]#[N:45] |f:2.3.4|. Procedure: To a 100 ml, 3-necked flask equipped with a thermometer and a Dean-Stark trap was added 12.01 gm (55.1 mmol) of 4,4'-difluorobenzophenone, 20.11 gm (108.1 mmol) of 4,4'-dihydroxybiphenyl, and 70 ml of dimethylacetamide (DMAC). After flushing the mixture for 20 minutes with dry nitrogen, 21.2 gm (153.4 mmol) of pulverized anhydrous potassium carbonate was added with stirring. The Dean-Stark trap was filled with toluene. Five milliliter of toluene was also added to the reaction mixture. The mixtur...